Dataset: the Open Reaction Database (ORD), a public repository of structured organic reaction records. Task: describe an organic reaction: reactants, conditions, products, and yield Starting materials: O (water), CC1=NC2=C(N1C)C=C(C=1CCC(OC12)C1=CC=CC=C1)C(=O)O (2,3-dimethyl-8-phenyl-3,6,7,8-tetrahydro-chromeno[7,8-d]-imidazole-5-carboxylic acid), N1CC1 (Aziridine), N,N′-carbonyl-diimidazole. The solvent is O1CCCC1 (tetrahydrofuran). Run at time 16 hour. Product: N1(CC1)C(=O)C=1C=2CCC(OC2C2=C(N(C(=N2)C)C)C1)C1=CC=CC=C1 (1-Aziridin-1-yl-(2,3-dimethyl-8-phenyl-3,6,7,8-tetrahydro-chromeno[7,8-d]imidazol-5-yl)-methanone). Yield: 19.9%. Reaction SMILES: [CH3:1][C:2]1[N:6]([CH3:7])[C:5]2[CH:8]=[C:9]([C:22]([OH:24])=O)[C:10]3[CH2:11][CH2:12][CH:13]([C:16]4[CH:21]=[CH:20][CH:19]=[CH:18][CH:17]=4)[O:14][C:15]=3[C:4]=2[N:3]=1.[NH:25]1[CH2:27][CH2:26]1.O>O1CCCC1>[N:25]1([C:22]([C:9]2[C:10]3[CH2:11][CH2:12][CH:13]([C:16]4[CH:21]=[CH:20][CH:19]=[CH:18][CH:17]=4)[O:14][C:15]=3[C:4]3[N:3]=[C:2]([CH3:1])[N:6]([CH3:7])[C:5]=3[CH:8]=2)=[O:24])[CH2:27][CH2:26]1. Procedure: To a suspension of 260 mg (0.81 mmol) 2,3-dimethyl-8-phenyl-3,6,7,8-tetrahydro-chromeno[7,8-d]-imidazole-5-carboxylic acid in tetrahydrofuran (10 ml) were added 157 mg (1.0 mmol) N,N′-carbonyl-diimidazole (CDI) and the reaction was stirred at room temperature overnight 105 mg (2.4 mmol) Aziridine were added and the mixture was stirred for 16 h at room temperature. The reaction was poured into water and extracted with dichloromethane. The organic layers were dried over magnesium sulphate and conc... Starting materials: C(C)(=O)OC(C)=O (acetic anhydride), OCC=1C=CC=C2CCN(CC12)C(=O)OC(C)(C)C (tert-Butyl 8-(hydroxymethyl)-3,4-dihydroisoquinoline-2(1H)-carboxylate). Reagents/catalysts: CN(C)C=1C=CN=CC1 (DMAP). Run in N1=CC=CC=C1 (pyridine). Run at time 1 hour. The product is C(C)(=O)OCC=1C=CC=C2CCN(CC12)C(=O)OC(C)(C)C (tert-Butyl 8-(acetoxymethyl)-3,4-dihydroisoquinoline-2(1H)-carboxylate). RXN SMILES: [OH:1][CH2:2][C:3]1[CH:4]=[CH:5][CH:6]=[C:7]2[C:12]=1[CH2:11][N:10]([C:13]([O:15][C:16]([CH3:19])([CH3:18])[CH3:17])=[O:14])[CH2:9][CH2:8]2.[C:20](OC(=O)C)(=[O:22])[CH3:21]>CN(C1C=CN=CC=1)C.N1C=CC=CC=1>[C:20]([O:1][CH2:2][C:3]1[CH:4]=[CH:5][CH:6]=[C:7]2[C:12]=1[CH2:11][N:10]([C:13]([O:15][C:16]([CH3:19])([CH3:18])[CH3:17])=[O:14])[CH2:9][CH2:8]2)(=[O:22])[CH3:21]. Procedure: In a 10 dram vial, added 1-7 (300 mg, 0.795 mmol) to pyridine (3975 μl) followed by acetic anhydride (225 μl, 2.385 mmol) and DMAP (9.71 mg, 0.080 mmol). After 1 h, LCMS showed complete consumption of R1 desired product. Partitioned between 10 mL H2O and 10 mL EtOAc, separated layers. Back-extracted aqueous with 1×5 mL EtOAc. Washed combined organics with 5×5 mL H2O. Dried combined organics over Na2SO4, filtered, concentrated to give a pale yellow oil. Purification by normal-phase HPLC (40 g ISC... Reactants: water ice, C(C)(C)(C)OC(=O)N1CCC(CC1)C(NC1=C(C=CC=C1)Br)=O (4-(2-Bromo-phenylcarbamoyl)-piperidine-1-carboxylic acid tert-butyl ester), BrCC1CCCCC1 (bromomethyl-cyclohexane), [H-].[Na+] (sodium hydride). Reported procedure: 4-(2-Bromo-phenylcarbamoyl)-piperidine-1-carboxylic acid tert-butyl ester (1.0 g, 2.60 mmol) was dissolved in dry N,N-dimethylformamide (10.0 mL). To the reaction mixture was then added at 0° C. sodium hydride (60% in mineral oil, 127.3 mg, 3.18 mmol) under nitrogen atmosphere and the reaction mixture was stirred at 0° C. for one hour. To the reaction mixture was then added at 0° C., bromomethyl-cyclohexane (0.55 g, 3.13 mmol). The reaction mixture was stirred at 0° C. for one hour, then at room... The solvent is CN(C=O)C (N,N-dimethylformamide). As a reaction SMILES: [C:1]([O:5][C:6]([N:8]1[CH2:13][CH2:12][CH:11]([C:14](=[O:23])[NH:15][C:16]2[CH:21]=[CH:20][CH:19]=[CH:18][C:17]=2[Br:22])[CH2:10][CH2:9]1)=[O:7])([CH3:4])([CH3:3])[CH3:2].[H-].[Na+].Br[CH2:27][CH:28]1[CH2:33][CH2:32][CH2:31][CH2:30][CH2:29]1>CN(C)C=O>[C:1]([O:5][C:6]([N:8]1[CH2:13][CH2:12][CH:11]([C:14](=[O:23])[N:15]([C:16]2[CH:21]=[CH:20][CH:19]=[CH:18][C:17]=2[Br:22])[CH2:27][CH:28]2[CH2:33][CH2:32][CH2:31][CH2:30][CH2:29]2)[CH2:10][CH2:9]1)=[O:7])([CH3:4])([CH3:2])[CH3:3] |f:1.2|. The product is C(C)(C)(C)OC(=O)N1CCC(CC1)C(N(CC1CCCCC1)C1=C(C=CC=C1)Br)=O (4-[(2-Bromo-phenyl)-cyclohexylmethyl-carbamoyl]-piperidine-1-carboxylic acid tert-butyl ester). Reaction conditions: temperature 0 celsius, time 1 hour. The reactants are NC1=C(C=CC=C1)S (2-aminothiophenol), C(CO)(=O)O (glycolic acid). The solvent is C(C)(=O)OCC (ethyl acetate). Product: OCC=1SC2=C(N1)C=CC=C2 (2-Hydroxymethylbenzothiazole). Yield: 69.5%. RXN SMILES: [NH2:1][C:2]1[CH:7]=[CH:6][CH:5]=[CH:4][C:3]=1[SH:8].[C:9](O)(=O)[CH2:10][OH:11]>C(OCC)(=O)C>[OH:11][CH2:10][C:9]1[S:8][C:3]2[CH:4]=[CH:5][CH:6]=[CH:7][C:2]=2[N:1]=1. Procedure details: 60 g of 2-aminothiophenol and 36.6 g of glycolic acid were heated at 130° C. in a sealed tube for 12 h. The reaction product was dissolved in ethyl acetate and dried over sodium sulfate and the solvent was concentrated under reduced pressure. The residue was crystallized from diisopropyl ether to give 55 g of the titled compound in the form of white crystals. Starting materials: resultant suspension, NC1=NC(=NC(=N1)OC)C (2-amino-4-methoxy-6-methyl-1,3,5-triazine), C(C)(C)OC(=O)C1=C(C=CC=C1)S(=O)(=O)N=C=O (2-isopropoxycarbonylbenzenesulfonyl isocyanate). Run in C(Cl)Cl (methylene chloride), C(Cl)Cl (methylene chloride). Yields the product COC1=NC(=NC(=N1)C)NC(=O)NS(=O)(=O)C1=C(C=CC=C1)C(=O)OC(C)C (N-[(4-methoxy-6-methyl-1,3,5-triazin-2-yl)aminocarbonyl]-2-(isopropoxycarbonyl)benzenesulfonamide). Yield: 51.1%. Reaction SMILES: [NH2:1][C:2]1[N:7]=[C:6]([O:8][CH3:9])[N:5]=[C:4]([CH3:10])[N:3]=1.[CH:11]([O:14][C:15]([C:17]1[CH:22]=[CH:21][CH:20]=[CH:19][C:18]=1[S:23]([N:26]=[C:27]=[O:28])(=[O:25])=[O:24])=[O:16])([CH3:13])[CH3:12]>C(Cl)Cl>[CH3:9][O:8][C:6]1[N:5]=[C:4]([CH3:10])[N:3]=[C:2]([NH:1][C:27]([NH:26][S:23]([C:18]2[CH:19]=[CH:20][CH:21]=[CH:22][C:17]=2[C:15]([O:14][CH:11]([CH3:13])[CH3:12])=[O:16])(=[O:25])=[O:24])=[O:28])[N:7]=1. Procedure: To 26.8 g of 2-amino-4-methoxy-6-methyl-1,3,5-triazine in 300 ml anhydrous methylene chloride was added 67.0 g of 2-isopropoxycarbonylbenzenesulfonyl isocyanate in 100 ml anhydrous methylene chloride. The resultant suspension was stirred at ambient temperature for 72 hours, and filtered to yield 40.0 g of the desired product as a white solid, m.p. 193°-196° C. The solid showed infrared absorption peaks at 1700 and 1710 cm-1 consistent for N-[(4-methoxy-6-methyl-1,3,5-triazin-2-yl)aminocarbonyl]-... Starting materials: C1=CC=CC=2OC3=CC=CC=C3CC12 (9H-xanthene), [Al+3].[Cl-].[Cl-].[Cl-] (AlCl3), BrCC(=O)Cl (bromoacetyl chloride). Run in C(Cl)Cl (DCM). Reaction conditions: time 72 hour. Yields the product C1=C(C=CC=2OC3=CC=C(C=C3CC12)C(CBr)=O)C(CBr)=O (1,1′-(9H-xanthene-2,7-diyl)bis(2-bromoethanone)). Yield: 36.7%. RXN SMILES: [Br:1][CH2:2][C:3](Cl)=[O:4].[CH:6]1[C:19]2[CH2:18][C:17]3[C:12](=[CH:13][CH:14]=[CH:15][CH:16]=3)[O:11][C:10]=2[CH:9]=[CH:8][CH:7]=1.[Al+3].[Cl-].[Cl-].[Cl-]>C(Cl)Cl>[CH:6]1[C:19]2[CH2:18][C:17]3[C:12](=[CH:13][CH:14]=[C:15]([C:3](=[O:4])[CH2:2][Br:1])[CH:16]=3)[O:11][C:10]=2[CH:9]=[CH:8][C:7]=1[C:3](=[O:4])[CH2:2][Br:1] |f:2.3.4.5|. Procedure details: Referring to Scheme 5, bromoacetyl chloride (4.59 ml, 54.9 mmol) was added dropwise to a solution of 9H-xanthene (5 g, 27.4 mmol) and AlCl3 (8.05 g, 60.4 mmol), DCM (100 mL) at 0° C. The reaction mixture was allowed to warm up to rt and left to stir for 72 hrs. The reaction mixture was poured onto ice (400 mL), extracted with DCM (2×200 mL). The combined organic phase was washed with brine (400 mL), dried over MgSO4, filtered and evaporated to dryness. The crude material was precipitated in EtOA... Starting materials: CN(C1=CC=CC=C1)C (N,N-dimethylaniline), C(C)(=O)OCC1=NC=2N(C(=C1)O)N=C(N2)C (5-acetoxymethyl7-hydroxy-2-methyl-s-triazolo[1,5-a]pyrimidine), C(Cl)(Cl)Cl (chloroform). Procedure details: In 300 ml of phosphorus oxychloride was added dropwise 40 ml of N,N-dimethylaniline, and 35 g of 5-acetoxymethyl7-hydroxy-2-methyl-s-triazolo[1,5-a]pyrimidine was added to the mixture and the mixture was stirred at 50 ° C. for one hour. An oily residue obtained by removing phosphorus oxychloride was dissolved in 500 ml of chloroform and ice-cooled. After addition of crushed ice and water to the mixture and stirring thereof, a chloroform layer was separated, washed with water and dried over anhyd... Reaction conditions: temperature 50 celsius, time 1 hour. The product is C(C)(=O)OCC1=NC=2N(C(=C1)Cl)N=C(N2)C (5-acetoxymethyl-7-chloro-2-methyl-s-triazolo[1,5-a]pyrimidine). Run in P(=O)(Cl)(Cl)Cl (phosphorus oxychloride). RXN SMILES: CN(C)C1C=CC=CC=1.[C:10]([O:13][CH2:14][C:15]1[CH:20]=[C:19](O)[N:18]2[N:22]=[C:23]([CH3:25])[N:24]=[C:17]2[N:16]=1)(=[O:12])[CH3:11].C(Cl)(Cl)[Cl:27]>P(Cl)(Cl)(Cl)=O>[C:10]([O:13][CH2:14][C:15]1[CH:20]=[C:19]([Cl:27])[N:18]2[N:22]=[C:23]([CH3:25])[N:24]=[C:17]2[N:16]=1)(=[O:12])[CH3:11]. Starting materials: C(C)OC(=O)C=1C=NC2=C(C=CC=C2C1Cl)OC (4-Chloro-8-methoxy-quinoline-3-carboxylic acid ethyl ester), C(C)(C)(C)OC(=O)N1CCC(CC1)N (4-amino-piperidine-1-carboxylic acid tert-butyl ester). Yields the product C(C)OC(=O)C=1C=NC2=C(C=CC=C2C1NC1CCN(CC1)C(=O)OC(C)(C)C)OC (4-(1-tert-butoxycarbonyl-piperidin-4-ylamino)-8-methoxy-quinoline-3-carboxylic acid ethyl ester). Reaction SMILES: [CH2:1]([O:3][C:4]([C:6]1[CH:7]=[N:8][C:9]2[C:14]([C:15]=1Cl)=[CH:13][CH:12]=[CH:11][C:10]=2[O:17][CH3:18])=[O:5])[CH3:2].[C:19]([O:23][C:24]([N:26]1[CH2:31][CH2:30][CH:29]([NH2:32])[CH2:28][CH2:27]1)=[O:25])([CH3:22])([CH3:21])[CH3:20]>>[CH2:1]([O:3][C:4]([C:6]1[CH:7]=[N:8][C:9]2[C:14]([C:15]=1[NH:32][CH:29]1[CH2:28][CH2:27][N:26]([C:24]([O:23][C:19]([CH3:22])([CH3:21])[CH3:20])=[O:25])[CH2:31][CH2:30]1)=[CH:13][CH:12]=[CH:11][C:10]=2[O:17][CH3:18])=[O:5])[CH3:2]. Reported procedure: 4-Chloro-8-methoxy-quinoline-3-carboxylic acid ethyl ester (1.0 g, 3.77 mmol) was treated with 4-amino-piperidine-1-carboxylic acid tert-butyl ester following general procedure B to afford 4-(1-tert-butoxycarbonyl-piperidin-4-ylamino)-8-methoxy-quinoline-3-carboxylic acid ethyl ester (1.48 g). Thus obtained amino-ester (500 mg, 1.17 mmol) was subjected to reaction with 1-chloro-3-isocyanato-benzene according to general procedure C to furnish 4-[3-(3-chloro-phenyl)-7-methoxy-2,4-dioxo-3,4-dihydro...